From a dataset of the Open Reaction Database (ORD), a public repository of structured organic reaction records. describe an organic reaction: reactants, conditions, products, and yield Reactants: CCCCCCCCC=CCCCCCCCC(=O)Cl, CNC, O=[N+]([O-])c1c(Cl)ncnc1Cl, CN(C)c1ncnc(N(C)C)c1N. The product is CCCCCCCCC=CCCCCCCCC(=O)Nc1c(N(C)C)ncnc1N(C)C. As a reaction SMILES: [C:28]([CH2:29][CH2:30][CH2:31][CH2:32][CH2:33][CH2:34][CH2:35][CH:36]=[CH:37][CH2:38][CH2:39][CH2:40][CH2:41][CH2:42][CH2:43][CH2:44][CH3:45])(=[O:46])[Cl:47].[CH3:25][NH:26][CH3:27].[Cl:14][c:15]1[c:16]([N+:17]([O-:18])=[O:19])[c:20]([Cl:21])[n:22][cH:23][n:24]1.[NH2:1][c:2]1[c:3]([N:11]([CH3:12])[CH3:13])[n:4][cH:5][n:6][c:7]1[N:8]([CH3:9])[CH3:10]>>[NH:1]([c:2]1[c:3]([N:11]([CH3:12])[CH3:13])[n:4][cH:5][n:6][c:7]1[N:8]([CH3:9])[CH3:10])[C:28]([CH2:29][CH2:30][CH2:31][CH2:32][CH2:33][CH2:34][CH2:35][CH:36]=[CH:37][CH2:38][CH2:39][CH2:40][CH2:41][CH2:42][CH2:43][CH2:44][CH3:45])=[O:46].